Dataset: the Open Reaction Database (ORD), a public repository of structured organic reaction records. Task: describe an organic reaction: reactants, conditions, products, and yield Reactants: CCOC(C)=O, [Cl-], COC(=O)C(C(=O)OC)C(c1c(OC)cc(OC)cc1OC)C(C(=O)OC)[N+](=O)[O-], [Na+], [OH-], O, O. Product: COC(=O)C1NC(=O)C(C(=O)OC)C1c1c(OC)cc(OC)cc1OC. Reaction SMILES: [CH3:36][CH2:37][O:38][C:39](=[O:40])[CH3:41].[Cl-:33].[N+:1]([CH:4]([CH:5]([CH:6]([C:7]([O:2][CH3:3])=[O:8])[C:11](=[O:12])[O:13][CH3:14])[c:15]1[c:16]([O:25][CH3:26])[cH:17][c:18]([O:23][CH3:24])[cH:19][c:20]1[O:21][CH3:22])[C:27](=[O:28])[O:29][CH3:30])([O-:9])=[O:10].[Na+:35].[OH-:34].[OH2:31].[OH2:32]>>[NH:1]1[CH:4]([C:27](=[O:28])[O:29][CH3:30])[CH:5]([c:15]2[c:16]([O:25][CH3:26])[cH:17][c:18]([O:23][CH3:24])[cH:19][c:20]2[O:21][CH3:22])[CH:6]([C:11](=[O:12])[O:13][CH3:14])[C:7]1=[O:8]. Reactants: CCN(Cc1cc(Br)ccc1O)c1ccc(C(=O)OC)cn1, O=C([O-])[O-], ClCc1ccncc1, Cl, [K+], [K+], CN(C)C=O, O. Product: CCN(Cc1cc(Br)ccc1OCc1ccncc1)c1ccc(C(=O)OC)cn1. Reaction SMILES: [Br:16][c:17]1[cH:18][cH:19][c:20]([OH:37])[c:21]([CH2:22][N:23]([CH2:24][CH3:25])[c:26]2[n:27][cH:28][c:29]([C:32](=[O:33])[O:34][CH3:35])[cH:30][cH:31]2)[cH:36]1.[C:10](=[O:11])([O-:12])[O-:13].[Cl:2][CH2:3][c:4]1[cH:5][cH:6][n:7][cH:8][cH:9]1.[ClH:1].[K+:14].[K+:15].[O:38]=[CH:39][N:40]([CH3:41])[CH3:42].[OH2:43]>>[CH2:3]([c:4]1[cH:5][cH:6][n:7][cH:8][cH:9]1)[O:37][c:20]1[cH:19][cH:18][c:17]([Br:16])[cH:36][c:21]1[CH2:22][N:23]([CH2:24][CH3:25])[c:26]1[n:27][cH:28][c:29]([C:32](=[O:33])[O:34][CH3:35])[cH:30][cH:31]1.